From a dataset of the Open Reaction Database (ORD), a public repository of structured organic reaction records. describe an organic reaction: reactants, conditions, products, and yield Reactants: [Br-], CCCC(=O)c1ccc(OCC(=O)OC)cc1, CC(=O)c1ccc(OCC(=O)OC(C)C)cc1. The product is CCC(Br)C(=O)c1ccc(OCC(=O)OC)cc1. RXN SMILES: [Br-:35].[C:18]([CH2:19][CH2:20][CH3:21])(=[O:22])[c:23]1[cH:24][cH:25][c:26]([O:27][CH2:28][C:29](=[O:30])[O:31][CH3:32])[cH:33][cH:34]1.[C:1]([c:2]1[cH:3][cH:4][c:5]([O:6][CH2:7][C:8]([O:9][CH:10]([CH3:11])[CH3:12])=[O:13])[cH:14][cH:15]1)(=[O:16])[CH3:17]>>[C:18]([CH:19]([CH2:20][CH3:21])[Br:35])(=[O:22])[c:23]1[cH:24][cH:25][c:26]([O:27][CH2:28][C:29](=[O:30])[O:31][CH3:32])[cH:33][cH:34]1.